Dataset: the Open Reaction Database (ORD), a public repository of structured organic reaction records. Task: describe an organic reaction: reactants, conditions, products, and yield Reactants: CCBr, O=C(O)C1CCC1. The product is CCC1(C(=O)O)CCC1. RXN SMILES: [CH2:8]([CH3:9])[Br:10].[CH:1]1([C:5](=[O:6])[OH:7])[CH2:2][CH2:3][CH2:4]1>>[C:1]1([C:5](=[O:6])[OH:7])([CH2:8][CH3:9])[CH2:2][CH2:3][CH2:4]1.